From a dataset of the Open Reaction Database (ORD), a public repository of structured organic reaction records. describe an organic reaction: reactants, conditions, products, and yield The reactants are NC(C#N)C=1C=NC=NC1 (Amino (pyrimidin-5-yl)acetonitrile), Cl (HCl), C([O-])([O-])=O.[Na+].[Na+] (sodium carbonate). The product is NC(C(=O)N)C=1C=NC=NC1 (Amino(pyrimidin-5-yl)-acetamide). Isolated yield 81.0%. RXN SMILES: [NH2:1][CH:2]([C:5]1[CH:6]=[N:7][CH:8]=[N:9][CH:10]=1)[C:3]#[N:4].Cl.C(=O)([O-])[O-:13].[Na+].[Na+]>>[NH2:1][CH:2]([C:5]1[CH:6]=[N:7][CH:8]=[N:9][CH:10]=1)[C:3]([NH2:4])=[O:13] |f:2.3.4|. Procedure: Amino (pyrimidin-5-yl)acetonitrile (1.1 g, 8.2 mmol) is hydrolyzed by refluxing in a small volume of dilute HCl for 1 hour. The pH is raised to 10 by addition of saturated sodium carbonate and the mixture then extracted with chloroform. Evaporation of the chloroform and chromatography (silica, chloroform/methanol) gives product as a yellow solid 950 mg (81%) ms m/z=142. Reactants: BrB(Br)Br, CCOC(=O)Cc1csc2cc(OC)ccc12, ClCCl. Product: CCOC(=O)Cc1csc2cc(O)ccc12. As a reaction SMILES: [B:18]([Br:19])([Br:20])[Br:21].[CH2:1]([CH3:2])[O:3][C:4]([CH2:5][c:6]1[c:7]2[c:8]([s:9][cH:10]1)[cH:11][c:12]([O:15][CH3:16])[cH:13][cH:14]2)=[O:17].[CH2:22]([Cl:23])[Cl:24]>>[CH2:1]([CH3:2])[O:3][C:4]([CH2:5][c:6]1[c:7]2[c:8]([s:9][cH:10]1)[cH:11][c:12]([OH:15])[cH:13][cH:14]2)=[O:17]. Reactants: CN(C)CC1=CC2=C(CN(CC2)C(C2=CC=C(C=C2)C(C2=C(C=CC=C2)C)=O)=O)O1 (N,N-Dimethyl-[6-[4-(2-methylbenzoyl)benzoyl]-4,5,6,7-tetrahydrofuro[2,3-c]pyridin-2-ylmethyl]amine), Cl (hydrogen chloride). Solvent: CO (methanol), C(C)(=O)OCC (ethyl acetate). Product: Cl.CN(C)CC1=CC2=C(CN(CC2)C(C2=CC=C(C=C2)C(C2=C(C=CC=C2)C)=O)=O)O1 (N,N-dimethyl-[6-[4-(2-methylbenzoyl)benzoyl]-4,5,6,7-tetrahydrofuro[2,3-c]pyridin-2-ylmethyl]amine hydrochloride). RXN SMILES: [CH3:1][N:2]([CH2:4][C:5]1[O:30][C:8]2[CH2:9][N:10]([C:13](=[O:29])[C:14]3[CH:19]=[CH:18][C:17]([C:20](=[O:28])[C:21]4[CH:26]=[CH:25][CH:24]=[CH:23][C:22]=4[CH3:27])=[CH:16][CH:15]=3)[CH2:11][CH2:12][C:7]=2[CH:6]=1)[CH3:3].[ClH:31]>CO.C(OCC)(=O)C>[ClH:31].[CH3:1][N:2]([CH2:4][C:5]1[O:30][C:8]2[CH2:9][N:10]([C:13](=[O:29])[C:14]3[CH:15]=[CH:16][C:17]([C:20](=[O:28])[C:21]4[CH:26]=[CH:25][CH:24]=[CH:23][C:22]=4[CH3:27])=[CH:18][CH:19]=3)[CH2:11][CH2:12][C:7]=2[CH:6]=1)[CH3:3] |f:4.5|. Procedure: N,N-Dimethyl-[6-[4-(2-methylbenzoyl)benzoyl]-4,5,6,7-tetrahydrofuro[2,3-c]pyridin-2-ylmethyl]amine 0.192 g was dissolved in 2 ml of methanol; hydrogen chloride in ethyl acetate was added in excess, followed by stirring. This was concentrated; the resulting solid was washed with diethyl ether to yield the desired product. The reactants are crude product, C(C1=CC=CC=C1)N1C(C(=CC2=CC=CC=C12)CCl)=O (1-benzyl-3-chloromethyl-2(1H)-quinolone), [Na] (sodium), N1N=CN=C1 (1,2,4-triazole), CO.ClCCl (methanol dichloromethane). Solvent: CN(C)C=O (DMF). Yields the product N1(N=CN=C1)CN1C(C=CC2=CC=CC=C12)=O (1H-1,2,4-triazol-1-ylmethyl-2(1H)-Quinolone). As a reaction SMILES: [CH2:1]([N:8]1[C:17]2[C:12](=[CH:13][CH:14]=[CH:15][CH:16]=2)[CH:11]=[C:10](CCl)[C:9]1=[O:20])C1C=CC=CC=1.[Na].[NH:22]1[CH:26]=[N:25][CH:24]=[N:23]1.CO.ClCCl>CN(C=O)C>[N:22]1([CH2:1][N:8]2[C:17]3[C:12](=[CH:13][CH:14]=[CH:15][CH:16]=3)[CH:11]=[CH:10][C:9]2=[O:20])[CH:26]=[N:25][CH:24]=[N:23]1 |f:3.4,^1:20|. Procedure: React 1-benzyl-3-chloromethyl-2(1H)-quinolone with the sodium salt of 1,2,4-triazole in DMF at 25° C. for 18 hours, following the procedure of example 22. Chromatograph the crude product using 5% methanol-dichloromethane to obtain the major product, 1-Benzyl-3-(1H-1,2,4-triazol-1-ylmethyl-2(1H)-Quinolone. Reactants: BrC1=CC(=C(C(=O)O)C=C1)Cl (4-bromo-2-chloro-benzoic acid), BrC(C(=O)C1=C(C=C(C=C1)Br)C)C (2-bromo-1-(4-bromo-2-methyl-phenyl)-propan-1-one). Yields the product BrC(C(=O)C1=C(C=C(C=C1)Br)Cl)C (2-Bromo-1-(4-bromo-2-chloro-phenyl)-propan-1-one). Reaction SMILES: [Br:1][C:2]1[CH:10]=[CH:9][C:5]([C:6]([OH:8])=O)=[C:4]([Cl:11])[CH:3]=1.[Br:12][CH:13](C)[C:14](C1C=CC(Br)=CC=1C)=O>>[Br:12][CH:13]([CH3:14])[C:6]([C:5]1[CH:9]=[CH:10][C:2]([Br:1])=[CH:3][C:4]=1[Cl:11])=[O:8]. Procedure details: This compound is prepared from 4-bromo-2-chloro-benzoic acid analgously to 2-bromo-1-(4-bromo-2-methyl-phenyl)-propan-1-one (Intermediate MA). 1H NMR (400 MHz, CDCl3) δ 1.90 (2H, d), 5.21 (1H, q), 7.40 (1H, d), 7.50 (1H, d), 7.62 (1H, s). The reactants are COC1=CC2=C(CC(O2)C)C(=C1)NC(CC)=O (N-(2,3-dihydro-6-methoxy-2-methyl-4-benzofuranyl)propanamide), [H-].[H-].[H-].[H-].[Li+].[Al+3] (LiAlH4), O (water). Solvent: C(C)OCC (ethyl ether), C1=CC=CC=C1 (benzene). Reaction conditions: time 30 minute. The product is COC=1C=C2C(CC(O2)C)=C(C1)NCCC (2,3-dihydro-6-methoxy-2-methyl-N-propyl-4-benzofuranamine). Reaction SMILES: [CH3:1][O:2][C:3]1[CH:12]=[C:11]([NH:13][C:14](=O)[CH2:15][CH3:16])[C:6]2[CH2:7][CH:8]([CH3:10])[O:9][C:5]=2[CH:4]=1.[H-].[H-].[H-].[H-].[Li+].[Al+3].O>C1C=CC=CC=1.C(OCC)C>[CH3:1][O:2][C:3]1[CH:4]=[C:5]2[O:9][CH:8]([CH3:10])[CH2:7][C:6]2=[C:11]([NH:13][CH2:14][CH2:15][CH3:16])[CH:12]=1 |f:1.2.3.4.5.6|. Reported procedure: A solution of 3.2 grams of N-(2,3-dihydro-6-methoxy-2-methyl-4-benzofuranyl)propanamide, prepared in the foregoing example, in 30 cc of anhydrous benzene is gradually added into a suspension of 1.1 grams of LiAlH4 in 30 cc of anhydrous ethyl ether at 0° C. and the resulting reaction mixture is heated to the reflux temperature for 6 hours. At the end of this time the temperature is decreased to 0° C. and the aluminum complex is decomposed by addition of 3.3 cc of water. After 30 minutes of stirri... The reactants are ClC=1C=C(C(=O)O)C=CN1 (2-chloroisonicotinic acid), CN1CCNCC1 (1-methylpiperazine). Product: N (NH3), ClC=1C=C(C(=O)N2CCN(CC2)C)C=CN1 (1-(2-Chloroisonicotinoyl)-4-methylpiperazine). As a reaction SMILES: [Cl:1][C:2]1[CH:3]=[C:4]([CH:8]=[CH:9][N:10]=1)[C:5]([OH:7])=O.[CH3:11][N:12]1[CH2:17][CH2:16][NH:15][CH2:14][CH2:13]1>>[NH3:10].[Cl:1][C:2]1[CH:3]=[C:4]([CH:8]=[CH:9][N:10]=1)[C:5]([N:15]1[CH2:16][CH2:17][N:12]([CH3:11])[CH2:13][CH2:14]1)=[O:7]. Procedure: The title compound was prepared as described for Example 1 using 2-chloroisonicotinic acid and 1-methylpiperazine. The crude product was purified on a silica gel column using chloroform/methanolkconc. NH3(aq), (100:10:1), as the eluent to give the title compound as a colorless oil. Yield: 68%: 1H NMR (CDCl3, 400 MHz) δ 8.51 (d, J=5 Hz, 1 H), 7.57 (s, 1 H), 7.43 (dd, J=5, 1 Hz, 1 H), 3.66-3.58 (m, 2 H), 3.28-3.21 (m, 2 H), 2.41-2.34 (m, 2 H), 2.30-2.24 (m, 2 H), 2.20 (s, 3 H); MS (TSP) niz 240 (M... The reactants are COC(=O)C(N)Cc1ccc(-c2ccccc2)cc1, CC(C)OC(=O)N1Cc2cc3c(cc2CC1C(=O)O)NC(=O)C(c1ccc(OCc2ccc(Cl)c(Cl)c2)cc1)O3, Cl. Yields the product COC(=O)C(Cc1ccc(-c2ccccc2)cc1)NC(=O)C1Cc2cc3c(cc2CN1C(=O)OC(C)C)OC(c1ccc(OCc2ccc(Cl)c(Cl)c2)cc1)C(=O)N3. RXN SMILES: [CH3:42][O:43][C:44]([CH:45]([CH2:46][c:47]1[cH:48][cH:49][c:50](-[c:53]2[cH:54][cH:55][cH:56][cH:57][cH:58]2)[cH:51][cH:52]1)[NH2:59])=[O:60].[CH:1]([CH3:2])([CH3:3])[O:4][C:5](=[O:6])[N:7]1[CH2:8][c:9]2[cH:10][c:11]3[c:16]([cH:17][c:18]2[CH2:19][CH:20]1[C:21](=[O:22])[OH:23])[NH:15][C:14](=[O:24])[CH:13]([c:25]1[cH:26][cH:27][c:28]([O:31][CH2:32][c:33]2[cH:34][c:35]([Cl:40])[c:36]([Cl:39])[cH:37][cH:38]2)[cH:29][cH:30]1)[O:12]3.[ClH:41]>>[CH:1]([CH3:2])([CH3:3])[O:4][C:5](=[O:6])[N:7]1[CH2:8][c:9]2[cH:10][c:11]3[c:16]([cH:17][c:18]2[CH2:19][CH:20]1[C:21](=[O:23])[NH:59][CH:45]([C:44]([O:43][CH3:42])=[O:60])[CH2:46][c:47]1[cH:48][cH:49][c:50](-[c:53]2[cH:54][cH:55][cH:56][cH:57][cH:58]2)[cH:51][cH:52]1)[NH:15][C:14](=[O:24])[CH:13]([c:25]1[cH:26][cH:27][c:28]([O:31][CH2:32][c:33]2[cH:34][c:35]([Cl:40])[c:36]([Cl:39])[cH:37][cH:38]2)[cH:29][cH:30]1)[O:12]3. Reactants: Br, O=C([O-])[O-], ClCCCl, Cc1nc(C(F)(F)F)ccc1C=CC(=O)O, CN(C)c1ccncc1, Oc1c(O)c(Cl)c2c(c1Cl)CCNC2, Cl, [Cs+], [Cs+], CN(C)C=O, O, On1nnc2ccccc21. Yields the product Cc1nc(C(F)(F)F)ccc1C=CC(=O)N1CCc2c(Cl)c(O)c(O)c(Cl)c2C1. As a reaction SMILES: [BrH:1].[C:47](=[O:48])([O-:49])[O-:50].[CH2:32]([Cl:33])[CH2:34][Cl:35].[CH3:16][c:17]1[n:18][c:19]([C:28]([F:29])([F:30])[F:31])[cH:20][cH:21][c:22]1[CH:23]=[CH:24][C:25](=[O:26])[OH:27].[CH3:53][N:54]([c:55]1[cH:56][cH:57][n:58][cH:59][cH:60]1)[CH3:61].[Cl:2][c:3]1[c:4]2[c:9]([c:10]([Cl:15])[c:11]([OH:14])[c:12]1[OH:13])[CH2:8][NH:7][CH2:6][CH2:5]2.[ClH:36].[Cs+:51].[Cs+:52].[O:62]=[CH:63][N:64]([CH3:65])[CH3:66].[OH2:67].[OH:37][n:38]1[c:39]2[c:40]([cH:41][cH:42][cH:43][cH:44]2)[n:45][n:46]1>>[Cl:2][c:3]1[c:4]2[c:9]([c:10]([Cl:15])[c:11]([OH:14])[c:12]1[OH:13])[CH2:8][N:7]([C:25]([CH:24]=[CH:23][c:22]1[c:17]([CH3:16])[n:18][c:19]([C:28]([F:29])([F:30])[F:31])[cH:20][cH:21]1)=[O:26])[CH2:6][CH2:5]2.